This data is from the Open Reaction Database (ORD), a public repository of structured organic reaction records. The task is: describe an organic reaction: reactants, conditions, products, and yield Reactants: ClCCl, Nc1ccccc1NS(=O)(=O)c1ccc(Cl)cc1, c1ccncc1, O=S(=O)(Cl)c1cc2ccccc2o1. Yields the product O=S(=O)(Nc1ccccc1NS(=O)(=O)c1cc2ccccc2o1)c1ccc(Cl)cc1. Reaction SMILES: [Cl:32][CH2:33][Cl:34].[NH2:1][c:2]1[c:3]([NH:8][S:9](=[O:10])(=[O:11])[c:12]2[cH:13][cH:14][c:15]([Cl:18])[cH:16][cH:17]2)[cH:4][cH:5][cH:6][cH:7]1.[cH:35]1[cH:36][cH:37][n:38][cH:39][cH:40]1.[o:19]1[c:20]([S:28](=[O:29])(=[O:30])[Cl:31])[cH:21][c:22]2[c:23]1[cH:24][cH:25][cH:26][cH:27]2>>[NH:1]([c:2]1[c:3]([NH:8][S:9](=[O:10])(=[O:11])[c:12]2[cH:13][cH:14][c:15]([Cl:18])[cH:16][cH:17]2)[cH:4][cH:5][cH:6][cH:7]1)[S:28]([c:20]1[o:19][c:23]2[c:22]([cH:21]1)[cH:27][cH:26][cH:25][cH:24]2)(=[O:29])=[O:30]. As a reaction SMILES: [CH2:27]([SiH:28]([CH2:29][CH3:30])[CH2:31][CH3:32])[CH3:33].[Cl:34][CH2:35][Cl:36].[N:1]1([CH:7]2[CH2:8][CH2:9][N:10]([C:13]([O:14][C:15]([CH3:16])([CH3:17])[CH3:18])=[O:19])[CH2:11][CH2:12]2)[CH2:2][CH:3]=[CH:4][CH2:5][CH2:6]1.[OH:20][C:21]([C:22]([F:23])([F:24])[F:25])=[O:26]>>[N:1]1([CH:7]2[CH2:8][CH2:9][NH:10][CH2:11][CH2:12]2)[CH2:2][CH:3]=[CH:4][CH2:5][CH2:6]1. Product: C1=CCN(C2CCNCC2)CC1. Starting materials: CC[SiH](CC)CC, ClCCl, CC(C)(C)OC(=O)N1CCC(N2CC=CCC2)CC1, O=C(O)C(F)(F)F. Reactants: C1CCOC1, CO, CCOC(=O)c1nc(NC(C)c2ncc(F)cn2)nc(Nc2cc(C)[nH]n2)c1[N+](=O)[O-], [Li+], [OH-], O. The product is Cc1cc(Nc2nc(NC(C)c3ncc(F)cn3)nc(C(=O)O)c2[N+](=O)[O-])n[nH]1. As a reaction SMILES: [CH2:34]1[O:35][CH2:36][CH2:37][CH2:38]1.[CH3:39][OH:40].[F:1][c:2]1[cH:3][n:4][c:5]([CH:8]([CH3:9])[NH:10][c:11]2[n:12][c:13]([NH:25][c:26]3[n:27][nH:28][c:29]([CH3:31])[cH:30]3)[c:14]([N+:22](=[O:23])[O-:24])[c:15]([C:17](=[O:18])[O:19][CH2:20][CH3:21])[n:16]2)[n:6][cH:7]1.[Li+:33].[OH-:32].[OH2:41]>>[F:1][c:2]1[cH:3][n:4][c:5]([CH:8]([CH3:9])[NH:10][c:11]2[n:12][c:13]([NH:25][c:26]3[n:27][nH:28][c:29]([CH3:31])[cH:30]3)[c:14]([N+:22](=[O:23])[O-:24])[c:15]([C:17](=[O:18])[OH:19])[n:16]2)[n:6][cH:7]1. Starting materials: BrC=1C=C2C(C(=COC2=CC1)CO)=O (6-bromo-3-(hydroxymethyl)chromone), aldehyde, O.O.[Cr](=O)(=O)([O-])O[Cr](=O)(=O)[O-].[Na+].[Na+] (sodium dichromate dihydrate), O (water). Solvent: C(C)(=O)O (acetic acid), C(C)(=O)O (acetic acid). Run at temperature 40 celsius. Yields the product BrC=1C=C2C(C(=COC2=CC1)C=O)=O (6-bromo-3-formylchromone). RXN SMILES: O.O.[Cr](O[Cr]([O-])(=O)=O)([O-])(=O)=O.[Na+].[Na+].[Br:14][C:15]1[CH:16]=[C:17]2[C:22](=[CH:23][CH:24]=1)[O:21][CH:20]=[C:19]([CH2:25][OH:26])[C:18]2=[O:27].O>C(O)(=O)C>[Br:14][C:15]1[CH:16]=[C:17]2[C:22](=[CH:23][CH:24]=1)[O:21][CH:20]=[C:19]([CH:25]=[O:26])[C:18]2=[O:27] |f:0.1.2.3.4|. Procedure: A warm (40° C.) solution of 29.8 g. (0.1 mole) of sodium dichromate dihydrate in 80 ml of glacial acetic acid is added over a 5-minute period to a stirred, warm (60° C.) solution of 25.5 g. (0.1 mole) of 6-bromo-3-(hydroxymethyl)chromone in 300 ml of glacial acetic acid. The temperature rises to 72° C. After one-half hour, water (1400 ml) is added and the mixture is heated at 80° C. for a few minutes. The mixture is cooled and filtered to give 13.6 g. (54%) of good quality aldehyde. Recrystalliz... The reactants are C=CCOC(=O)N1CCc2c(sc(NC(=O)Nc3ccc(Cl)cc3)c2C(N)=O)C1, C1COCCN1, ClCCl. The product is NC(=O)c1c(NC(=O)Nc2ccc(Cl)cc2)sc2c1CCNC2. As a reaction SMILES: [CH2:1]([O:2][C:3](=[O:4])[N:7]1[CH2:8][c:9]2[c:10]([c:13]([C:27]([NH2:28])=[O:29])[c:14]([NH:16][C:17](=[O:18])[NH:19][c:20]3[cH:21][cH:22][c:23]([Cl:26])[cH:24][cH:25]3)[s:15]2)[CH2:11][CH2:12]1)[CH:5]=[CH2:6].[CH2:30]1[NH:31][CH2:32][CH2:33][O:34][CH2:35]1.[Cl:36][CH2:37][Cl:38]>>[NH:7]1[CH2:8][c:9]2[c:10]([c:13]([C:27]([NH2:28])=[O:29])[c:14]([NH:16][C:17](=[O:18])[NH:19][c:20]3[cH:21][cH:22][c:23]([Cl:26])[cH:24][cH:25]3)[s:15]2)[CH2:11][CH2:12]1. The reactants are C(C1=CC=CC=C1)N1CCC2=CC(=CC=C12)O (1-benzylindolin-5-ol), C(C1=CC=CO1)N=C=O (furfurylisocyanate), Example 2 ( 2 ). The product is C(C1=CC=CO1)NC(OC=1C=C2CCN(C2=CC1)CC1=CC=CC=C1)=O (1-benzylindolin-5-yl furfurylcarbamate), solid. The yield is 28.0%. As a reaction SMILES: [CH2:1]([N:8]1[C:16]2[C:11](=[CH:12][C:13]([OH:17])=[CH:14][CH:15]=2)[CH2:10][CH2:9]1)[C:2]1[CH:7]=[CH:6][CH:5]=[CH:4][CH:3]=1.[CH2:18]([N:24]=[C:25]=[O:26])[C:19]1[O:23][CH:22]=[CH:21][CH:20]=1>>[CH2:18]([NH:24][C:25](=[O:26])[O:17][C:13]1[CH:12]=[C:11]2[C:16](=[CH:15][CH:14]=1)[N:8]([CH2:1][C:2]1[CH:3]=[CH:4][CH:5]=[CH:6][CH:7]=1)[CH2:9][CH2:10]2)[C:19]1[O:23][CH:22]=[CH:21][CH:20]=1. Reported procedure: The title compound was synthesized from 1-benzylindolin-5-ol (35.0 mg, 0.155 mmol) using the same procedure employed for Example 2 (2), but with furfurylisocyanate instead of 4-isopropylphenylisocyanate. The product was obtained as a white solid (15.3 mg, 28%) having the following characteristics. Reactants: COC(=O)c1ccc(OCCN2CCN(CCC(C)(C)C)CC2)c(C)c1, [Na+], C1COCCO1, [OH-]. The product is Cc1cc(C(=O)O)ccc1OCCN1CCN(CCC(C)(C)C)CC1. RXN SMILES: [CH3:1][O:2][C:3]([c:4]1[cH:5][c:6]([CH3:25])[c:7]([O:10][CH2:11][CH2:12][N:13]2[CH2:14][CH2:15][N:16]([CH2:19][CH2:20][C:21]([CH3:22])([CH3:23])[CH3:24])[CH2:17][CH2:18]2)[cH:8][cH:9]1)=[O:26].[Na+:28].[O:29]1[CH2:30][CH2:31][O:32][CH2:33][CH2:34]1.[OH-:27]>>[O:2]=[C:3]([c:4]1[cH:5][c:6]([CH3:25])[c:7]([O:10][CH2:11][CH2:12][N:13]2[CH2:14][CH2:15][N:16]([CH2:19][CH2:20][C:21]([CH3:22])([CH3:23])[CH3:24])[CH2:17][CH2:18]2)[cH:8][cH:9]1)[OH:26].